Dataset: the Open Reaction Database (ORD), a public repository of structured organic reaction records. Task: describe an organic reaction: reactants, conditions, products, and yield The reactants are COC(=O)C=1N(N=C(C1)OCC=1C(=NOC1C=O)C1=CC=C(C=C1)Cl)C (5-[3-(4-chloro-phenyl)-5-formyl-isoxazol-4-ylmethoxy]-2-methyl-2H-pyrazole-3-carboxylic acid methyl ester), COC(=O)C=1N(N=C(C1)OCC=1C(=NOC1C=O)C1=CC=C(C=C1)F)C (5-[3-(4-fluoro-phenyl)-5-formyl-isoxazol-4-ylmethoxy]-2-methyl-2H-pyrazole-3-carboxylic acid methyl ester). The product is COC(=O)C=1N(N=C(C1)OCC=1C(=NOC1CO)C1=CC=C(C=C1)Cl)C (5-[3-(4-Chloro-phenyl)-5-hydroxymethyl-isoxazol-4-ylmethoxy]-2-methyl-2H-pyrazole-3-car-boxylic acid methyl ester). The yield is 96.3%. Reaction SMILES: [CH3:1][O:2][C:3]([C:5]1[N:6]([CH3:26])[N:7]=[C:8]([O:10][CH2:11][C:12]2[C:13]([C:19]3[CH:24]=[CH:23][C:22]([Cl:25])=[CH:21][CH:20]=3)=[N:14][O:15][C:16]=2[CH:17]=[O:18])[CH:9]=1)=[O:4].COC(C1N(C)N=C(OCC2C(C3C=CC(F)=CC=3)=NOC=2C=O)C=1)=O>>[CH3:1][O:2][C:3]([C:5]1[N:6]([CH3:26])[N:7]=[C:8]([O:10][CH2:11][C:12]2[C:13]([C:19]3[CH:20]=[CH:21][C:22]([Cl:25])=[CH:23][CH:24]=3)=[N:14][O:15][C:16]=2[CH2:17][OH:18])[CH:9]=1)=[O:4]. Procedure details: As described for example 91g, 5-[3-(4-chloro-phenyl)-5-formyl-isoxazol-4-ylmethoxy]-2-methyl-2H-pyrazole-3-carboxylic acid methyl ester (2.4 g, 6.6 mmol), instead of 5-[3-(4-fluoro-phenyl)-5-formyl-isoxazol-4-ylmethoxy]-2-methyl-2H-pyrazole-3-carboxylic acid methyl ester, was converted to the title compound (2.4 g, 100%) which was obtained as a white solid. MS: m/e=378.2 [M+H]+. Starting materials: C(C=C)N(C(OCC)=O)CC=O (ethyl N-allyl-N-(2-oxoethyl) -carbamate), C(C)OC(CNCC1=CC=CC=C1)=O (N-benzylglycine ethyl ester), C1(=CC=CC=C1)C (toluene). Run in O (water), O (water). Product: C(C1=CC=CC=C1)N1C2CN(CC2CC1C(=O)OCC)C(=O)OCC (Diethyl 2-benzyl-2,7-diazabicyclo[3.3.0]octane-3,7-dicarboxylate). As a reaction SMILES: [CH2:1]([O:3][C:4](=[O:14])[CH2:5][NH:6][CH2:7][C:8]1[CH:13]=[CH:12][CH:11]=[CH:10][CH:9]=1)[CH3:2].C1(C)C=CC=CC=1.[CH2:22]([N:25]([CH2:31][CH:32]=O)[C:26](=[O:30])[O:27][CH2:28][CH3:29])[CH:23]=[CH2:24]>O>[CH2:7]([N:6]1[CH:5]([C:4]([O:3][CH2:1][CH3:2])=[O:14])[CH2:24][CH:23]2[CH:32]1[CH2:31][N:25]([C:26]([O:27][CH2:28][CH3:29])=[O:30])[CH2:22]2)[C:8]1[CH:13]=[CH:12][CH:11]=[CH:10][CH:9]=1. Procedure details: 50 g (0.25 mol) of N-benzylglycine ethyl ester in 1 1 of toluene are heated under reflux in a water separator and 43 g (0.25 mol) of ethyl N-allyl-N-(2-oxoethyl) -carbamate are added dropwise during the course of two hours. The mixture is heated under reflux until water no longer separates and concentrated, and the residue is distilled. Reactants: [BH4-].[Na+] (sodium borohydride), ice water, ClC(C(=O)O)(Cl)Cl (trichloroacetic acid), C(C)#N (acetonitrile), O[C@@H]1[C@]2(C)[C@@H](CC1)[C@@H]1CCC3=CC(CC[C@]3(C)[C@H]1CC2)=O (17beta-hydroxy-4-androsten-3-one). Solvent: C(Cl)Cl (methylene chloride). Run at time 30 minute. Yields the product C[C@@]12[C@H](CC[C@H]1[C@@H]1CCC3=CCCC[C@]3(C)[C@H]1CC2)O (4-androsten-17beta-ol). Yield: 84.1%. Reaction SMILES: [BH4-].[Na+].ClC(Cl)(Cl)C(O)=O.C(#N)C.[OH:13][C@H:14]1[CH2:19][CH2:18][C@H:17]2[C@H:20]3[C@H:30]([CH2:31][CH2:32][C@:15]12[CH3:16])[C@:28]1([CH3:29])[C:23](=[CH:24][C:25](=O)[CH2:26][CH2:27]1)[CH2:22][CH2:21]3>C(Cl)Cl>[CH3:16][C@:15]12[CH2:32][CH2:31][C@H:30]3[C@@H:20]([CH2:21][CH2:22][C:23]4[C@:28]3([CH3:29])[CH2:27][CH2:26][CH2:25][CH:24]=4)[C@@H:17]1[CH2:18][CH2:19][C@@H:14]2[OH:13] |f:0.1|. Procedure details: 370 mg of anhydrous sodium borohydride is added in portions with ice/water cooling to 5 ml of trichloroacetic acid and 5 ml of acetonitrile. Then, 500 mg of 17beta-hydroxy-4-androsten-3-one in 9 ml of methylene chloride is instilled. It is stirred at room temperature and is worked up after 30 minutes, as described in example 1. 400 mg of 4-androsten-17beta-ol with melting point 144°-147° C. is obtained. The reactants are O=C([O-])[O-], CS(C)=O, Cc1cc(O)c(-c2ccccn2)nc1C, COc1cc2nccc(Cl)c2cc1OC, [Cs+], [Cs+], O. As a reaction SMILES: [C:35](=[O:36])([O-:37])[O-:38].[CH3:1][S:2](=[O:3])[CH3:4].[CH3:5][c:6]1[cH:7][c:8]([OH:19])[c:9](-[c:13]2[n:14][cH:15][cH:16][cH:17][cH:18]2)[n:10][c:11]1[CH3:12].[Cl:20][c:21]1[cH:22][cH:23][n:24][c:25]2[cH:26][c:27]([O:33][CH3:34])[c:28]([O:31][CH3:32])[cH:29][c:30]12.[Cs+:39].[Cs+:40].[OH2:41]>>[CH3:5][c:6]1[cH:7][c:8]([O:19][c:21]2[cH:22][cH:23][n:24][c:25]3[cH:26][c:27]([O:33][CH3:34])[c:28]([O:31][CH3:32])[cH:29][c:30]23)[c:9](-[c:13]2[n:14][cH:15][cH:16][cH:17][cH:18]2)[n:10][c:11]1[CH3:12]. The product is COc1cc2nccc(Oc3cc(C)c(C)nc3-c3ccccn3)c2cc1OC. Starting materials: CC(C)(C)[O-].[K+] (potassium tert-butylate), C(C)C(C=NCC=C)CCCC ((2-ethylhexylidene)-allylamine). Run in O1CCCC1 (tetrahydrofuran). The product is C(CC)=NC=C(CCCC)CC (N-propylidene-(2-ethylhexen-1-yl-amine)). Yield: 85.2%. Reaction SMILES: CC([O-])(C)C.[K+].[CH2:7]([CH:9]([CH2:15][CH2:16][CH2:17][CH3:18])[CH:10]=[N:11][CH2:12][CH:13]=[CH2:14])[CH3:8]>O1CCCC1>[CH:12](=[N:11][CH:10]=[C:9]([CH2:7][CH3:8])[CH2:15][CH2:16][CH2:17][CH3:18])[CH2:13][CH3:14] |f:0.1|. Reported procedure: The procedure is carried out as described in Example 1 with the use however in this case of 10 g of potassium tert-butylate, 800 g (4.79 mols) of (2-ethylhexylidene)-allylamine and 600 ml of tetrahydrofuran. After a reaction time of 2 hours at 35° C., there is obtained 682 g (4.08 mols) of N-propylidene-(2-ethylhexen-1-yl-amine), corresponding to a yield of 85.2% of theory (isomeric mixture in the weight ratio of 55:45); b.p. 53°-56° C./1 Torr; nD20 =1.4698. Starting materials: [C-]#N, Cl, N#C[Cu], [K+], O=N[O-], Nc1cccc2c1CCC2n1cccc(C(=O)Nc2ccncc2)c1=O, [Na+], O. The product is N#Cc1cccc2c1CCC2n1cccc(C(=O)Nc2ccncc2)c1=O. RXN SMILES: [C-:34]#[N:35].[ClH:38].[Cu:31][C:32]#[N:33].[K+:36].[N:27]([O-:28])=[O:29].[NH2:1][c:2]1[c:3]2[c:7]([cH:8][cH:9][cH:10]1)[CH:6]([n:11]1[c:12](=[O:26])[c:13]([C:17](=[O:18])[NH:19][c:20]3[cH:21][cH:22][n:23][cH:24][cH:25]3)[cH:14][cH:15][cH:16]1)[CH2:5][CH2:4]2.[Na+:30].[OH2:37]>>[c:2]1([C:32]#[N:33])[c:3]2[c:7]([cH:8][cH:9][cH:10]1)[CH:6]([n:11]1[c:12](=[O:26])[c:13]([C:17](=[O:18])[NH:19][c:20]3[cH:21][cH:22][n:23][cH:24][cH:25]3)[cH:14][cH:15][cH:16]1)[CH2:5][CH2:4]2. The reactants are CN1C=NC2=C1C=CC(=C2)C(CC)=O (1-(1-methyl-1H-benzo[d]imidazol-5-yl)propan-1-one), ClCCOC1=CC=C(C=C1)C(=O)C1=CC=C(C=C1)O ((4-(2-chloroethoxy)phenyl)(4-hydroxyphenyl)methanone). Yields the product ClCCOC1=CC=C(C=C1)\C(=C(\CC)/C1=CC2=C(N(C=N2)C)C=C1)\C1=CC=C(C=C1)O ((Z)-4-(1-(4-(2-chloroethoxy)phenyl)-2-(1-methyl-1H-benzo[d]-imidazol-5-yl)but-1-enyl)phenol). RXN SMILES: [CH3:1][N:2]1[C:6]2[CH:7]=[CH:8][C:9]([C:11](=O)[CH2:12][CH3:13])=[CH:10][C:5]=2[N:4]=[CH:3]1.[Cl:15][CH2:16][CH2:17][O:18][C:19]1[CH:24]=[CH:23][C:22]([C:25]([C:27]2[CH:32]=[CH:31][C:30]([OH:33])=[CH:29][CH:28]=2)=O)=[CH:21][CH:20]=1>>[Cl:15][CH2:16][CH2:17][O:18][C:19]1[CH:24]=[CH:23][C:22](/[C:25](/[C:27]2[CH:32]=[CH:31][C:30]([OH:33])=[CH:29][CH:28]=2)=[C:11](\[C:9]2[CH:8]=[CH:7][C:6]3[N:2]([CH3:1])[CH:3]=[N:4][C:5]=3[CH:10]=2)/[CH2:12][CH3:13])=[CH:21][CH:20]=1. Reported procedure: According to general procedure of McMurry reaction as example 1, step D described, 1-(1-methyl-1H-benzo[d]imidazol-5-yl)propan-1-one (730 mg, 2.2 eq) was reacted with (4-(2-chloroethoxy)phenyl)(4-hydroxyphenyl)methanone (500 mg, 1.0 eq) to give the separated (Z)-isomer and (E)-isomer of the product. (Z)-isomer: 1H NMR (400 MHz, CDCl3) δ 7.81 (s, 1H), 7.62 (s, 1H), 7.11-7.15 (m, 3H), 7.01 (dd, J=8.4 Hz, 1.2 Hz, 1H), 6.83 (dd, J=6.8 Hz, 2.0 Hz, 2H), 6.79 (dd, J=6.8 Hz, 2.0 Hz, 2H), 6.49 (dd, J=6.8...